Dataset: the Open Reaction Database (ORD), a public repository of structured organic reaction records. Task: describe an organic reaction: reactants, conditions, products, and yield The reactants are CC(=O)NC1CCCc2sccc21, CC(=O)O, O. The product is CC(=O)NC1CCC(=O)c2sccc21. As a reaction SMILES: [C:1]([CH3:2])(=[O:3])[NH:4][CH:5]1[CH2:6][CH2:7][CH2:8][c:9]2[s:10][cH:11][cH:12][c:13]21.[CH3:15][C:16](=[O:17])[OH:18].[OH2:14]>>[C:1]([CH3:2])(=[O:3])[NH:4][CH:5]1[CH2:6][CH2:7][C:8](=[O:14])[c:9]2[s:10][cH:11][cH:12][c:13]21. The reactants are O (water), ClC1=C(N)C(=CC=C1C)Cl (2,6-dichloro-3-methylaniline), Cl (hydrochloric acid), NC1=NC(=NN1)S (5-amino-3-mercapto-1,2,4-triazole), C(C)(=O)OC(C)=O (acetic anhydride), ClCl (Chlorine). Solvent: C(C)(=O)O (acetic acid), C(C)(=O)O (acetic acid). Run at temperature 12 celsius, time 12 hour. Yields the product ClC1=C(C(=CC=C1C)Cl)NS(=O)(=O)C1=NNC(=N1)N (N-(2,6-dichloro-3-methylphenyl)-5-amino-1,2,4-triazole-3-sulfonamide). Reaction SMILES: [NH2:1][C:2]1[NH:6][N:5]=[C:4]([SH:7])[N:3]=1.C(OC(=O)C)(=[O:10])C.ClCl.Cl[C:18]1[C:24]([CH3:25])=[CH:23][CH:22]=[C:21]([Cl:26])[C:19]=1[NH2:20].[ClH:27].[OH2:28]>C(O)(=O)C>[Cl:27][C:18]1[C:24]([CH3:25])=[CH:23][CH:22]=[C:21]([Cl:26])[C:19]=1[NH:20][S:7]([C:4]1[N:3]=[C:2]([NH2:1])[NH:6][N:5]=1)(=[O:10])=[O:28]. Procedure: A mixture of 11.6 g (0.10 mole) of 5-amino-3-mercapto-1,2,4-triazole, 12.75 g (0.0125 moles) of acetic anhydride and 100 ml of acetic acid was prepared and heated at reflux with stirring for 12 hours. Another 50 ml of acetic acid and 10 ml of water were then added and the mixture was cooled to 12° C. Chlorine (21 g, 0.3 mole) was then added to the mixture with stirring over a 15 min. period at 12°-20° C. A yellow solution was obtained. About 100 ml of volatiles were removed by distillation at 50...